From a dataset of the Open Reaction Database (ORD), a public repository of structured organic reaction records. describe an organic reaction: reactants, conditions, products, and yield Reactants: NC1=C(C=C(C[C@H](C(=O)O)CC(N2CCC(CC2)N2C(NC3=C2C=NC=2C=CC=CC32)=O)=O)C=C1C(F)(F)F)Cl ((S)-2-(4-amino-3-chloro-5-trifluoromethyl-benzyl)-4-oxo-4-[4-(2-oxo-1,2-dihydro-imidazo[4,5-c]quinolin-3-yl)-piperidin-1-yl]-butanoic acid), O1CCC(CC1)N1CCNCC1 (1-(tetrahydropyran-4-yl)-piperazine). Yields the product NC1=C(C=C(C[C@H](C(=O)N2CCN(CC2)C2CCOCC2)CC(=O)N2CCC(CC2)N2C(NC3=C2C=NC=2C=CC=CC32)=O)C=C1C(F)(F)F)Cl ((S)-2-(4-amino-3-chloro-5-trifluoromethyl-benzyl)-4-[4-(2-oxo-1,2-dihydro-imidazo[4,5-c]quinolin-3-yl)-piperidin-1-yl]-1-[4-(tetrahydropyran-4-yl)-piperazin-1-yl]-butane-1,4-dione). As a reaction SMILES: [NH2:1][C:2]1[C:35]([C:36]([F:39])([F:38])[F:37])=[CH:34][C:5]([CH2:6][C@@H:7]([CH2:11][C:12](=[O:33])[N:13]2[CH2:18][CH2:17][CH:16]([N:19]3[C:23]4[CH:24]=[N:25][C:26]5[CH:27]=[CH:28][CH:29]=[CH:30][C:31]=5[C:22]=4[NH:21][C:20]3=[O:32])[CH2:15][CH2:14]2)[C:8]([OH:10])=O)=[CH:4][C:3]=1[Cl:40].[O:41]1[CH2:46][CH2:45][CH:44]([N:47]2[CH2:52][CH2:51][NH:50][CH2:49][CH2:48]2)[CH2:43][CH2:42]1>>[NH2:1][C:2]1[C:35]([C:36]([F:39])([F:37])[F:38])=[CH:34][C:5]([CH2:6][C@@H:7]([CH2:11][C:12]([N:13]2[CH2:14][CH2:15][CH:16]([N:19]3[C:23]4[CH:24]=[N:25][C:26]5[CH:27]=[CH:28][CH:29]=[CH:30][C:31]=5[C:22]=4[NH:21][C:20]3=[O:32])[CH2:17][CH2:18]2)=[O:33])[C:8]([N:50]2[CH2:49][CH2:48][N:47]([CH:44]3[CH2:45][CH2:46][O:41][CH2:42][CH2:43]3)[CH2:52][CH2:51]2)=[O:10])=[CH:4][C:3]=1[Cl:40]. Procedure: Prepared analogously to Example 7i from 80 mg (0.14 mmol) (S)-2-(4-amino-3-chloro-5-trifluoromethyl-benzyl)-4-oxo-4-[4-(2-oxo-1,2-dihydro-imidazo[4,5-c]quinolin-3-yl)-piperidin-1-yl]-butanoic acid and 26.0 mg (0.15 mmol) 1-(tetrahydropyran-4-yl)-piperazine. Starting materials: CCOC(=O)C1(c2cn3c(=O)n(C(C)(C)C)nc3c(NC(C)C)n2)CCCC1, C1COCCO1, Cl, [K+], [OH-], O. Yields the product CC(C)Nc1nc(C2(C(=O)O)CCCC2)cn2c(=O)n(C(C)(C)C)nc12. As a reaction SMILES: [CH2:1]([CH3:2])[O:3][C:4](=[O:5])[C:6]1([c:11]2[n:12][c:13]([NH:25][CH:26]([CH3:27])[CH3:28])[c:14]3[n:15]([cH:16]2)[c:17](=[O:24])[n:18]([C:20]([CH3:21])([CH3:22])[CH3:23])[n:19]3)[CH2:7][CH2:8][CH2:9][CH2:10]1.[CH2:32]1[O:33][CH2:34][CH2:35][O:36][CH2:37]1.[ClH:31].[K+:30].[OH-:29].[OH2:38]>>[O:3]=[C:4]([OH:5])[C:6]1([c:11]2[n:12][c:13]([NH:25][CH:26]([CH3:27])[CH3:28])[c:14]3[n:15]([cH:16]2)[c:17](=[O:24])[n:18]([C:20]([CH3:21])([CH3:22])[CH3:23])[n:19]3)[CH2:7][CH2:8][CH2:9][CH2:10]1.